From a dataset of the Open Reaction Database (ORD), a public repository of structured organic reaction records. describe an organic reaction: reactants, conditions, products, and yield Starting materials: C([O-])([O-])=O.[K+].[K+] (Potassium carbonate), C1(=CC=CC=C1)CC(=O)N[C@H]1[C@@H]2N(C(=C(CS2)OS(=O)(=O)C(F)(F)F)C(=O)OCC2=CC=C(C=C2)OC)C1=O (p-methoxy-benzyl (6R,7R)-7-phenylacetamido-3-(trifluoromethylsulphonyloxy)ceph-3-em-4-carboxylate), C1=CCCCC1 (cyclohexene). Run in ClCCl (dichloro-methane). Conditions: time 16 hour. Yields the product O=C1[C@H]([C@H]2S[C@H]3[C@@H]4CCCC[C@@H]4C3=C(N12)C(=O)OCC1=CC=C(C=C1)OC)NC(CC1=CC=CC=C1)=O (p-Methoxybenzyl (4S,9R,10S,12R,13R)-14-oxo-13-phenylacetamido-11-thia-1-azatetracyclo[10.2.0.03,10.04,9 ]-tetradec-2-ene-2-carboxylate). Isolated yield 44.2%. As a reaction SMILES: C(=O)([O-])[O-].[K+].[K+].[C:7]1([CH2:13][C:14]([NH:16][C@@H:17]2[C:44](=[O:45])[N:19]3[C:20]([C:32]([O:34][CH2:35][C:36]4[CH:41]=[CH:40][C:39]([O:42][CH3:43])=[CH:38][CH:37]=4)=[O:33])=[C:21](OS(C(F)(F)F)(=O)=O)[CH2:22][S:23][C@H:18]23)=[O:15])[CH:12]=[CH:11][CH:10]=[CH:9][CH:8]=1.[CH:46]1[CH2:51][CH2:50][CH2:49][CH2:48][CH:47]=1>ClCCl>[O:45]=[C:44]1[N:19]2[C@H:18]([S:23][C@@H:22]3[C:21](=[C:20]2[C:32]([O:34][CH2:35][C:36]2[CH:37]=[CH:38][C:39]([O:42][CH3:43])=[CH:40][CH:41]=2)=[O:33])[C@@H:51]2[C@H:46]3[CH2:47][CH2:48][CH2:49][CH2:50]2)[C@@H:17]1[NH:16][C:14](=[O:15])[CH2:13][C:7]1[CH:12]=[CH:11][CH:10]=[CH:9][CH:8]=1 |f:0.1.2|. Reported procedure: Potassium carbonate (9.5 mg, 0.068 mmol) was added to a solution of p-methoxy-benzyl (6R,7R)-7-phenylacetamido-3-(trifluoromethylsulphonyloxy)ceph-3-em-4-carboxylate (20 mg, 0.034 mmol) and cyclohexene (17.3 μl 0.17 mmol) in dichloro-methane (1.5 ml). The mixture was stirred for 16 h, then chromatographed to give the title compound (7.8 mg, 44%) as a cream solid, mp. 234°-236° C. (EtOAc) (Found: M+, 518.1882. C29H30N2O5S requires M, 518.1875); νmax (CH2Cl2) 1784, 1718, 1685 cm-1 ; δH (CDCl3) 1.0... Starting materials: NC1=C(C=C(C(=O)NNC(C2=CC=C(C=C2)OC)=O)C=C1)[N+](=O)[O-] (4-methoxybenzoic acid N′-(4-amino-3-nitrobenzoyl)-hydrazide), CC[N+](CC)(CC)S(=O)(=O)N=C([O-])OC (Burgess reagent). The solvent is C1CCOC1 (THF). The product is COC1=CC=C(C=C1)C1=NN=C(O1)C1=CC(=C(C=C1)N)[N+](=O)[O-] (4-[5-(4-Methoxyphenyl)-[1,3,4]oxadiazol-2-yl]-2-nitrophenylamine). As a reaction SMILES: [NH2:1][C:2]1[CH:21]=[CH:20][C:5]([C:6]([NH:8][NH:9][C:10](=[O:19])[C:11]2[CH:16]=[CH:15][C:14]([O:17][CH3:18])=[CH:13][CH:12]=2)=O)=[CH:4][C:3]=1[N+:22]([O-:24])=[O:23].CC[N+](S(N=C(OC)[O-])(=O)=O)(CC)CC>C1COCC1>[CH3:18][O:17][C:14]1[CH:15]=[CH:16][C:11]([C:10]2[O:19][C:6]([C:5]3[CH:20]=[CH:21][C:2]([NH2:1])=[C:3]([N+:22]([O-:24])=[O:23])[CH:4]=3)=[N:8][N:9]=2)=[CH:12][CH:13]=1. Procedure details: A solution of 4-methoxybenzoic acid N′-(4-amino-3-nitrobenzoyl)-hydrazide (750 mg, 2.27 mmol) and Burgess reagent (1.62 g, 6.81 mmol) in THF (15 mL) was microwaved at 150° C. for 20 min. The solvent was removed under reduced pressure and the residue was purified by flash chromatography (heptane/EtOAc=1:3) to give the title compound as a yellow solid. MS: m/z 313 (M+1).